From a dataset of the Open Reaction Database (ORD), a public repository of structured organic reaction records. describe an organic reaction: reactants, conditions, products, and yield Run at time 24 hour. The yield is 68.0%. The reactants are [BH4-].[Na+] (NaBH4), C(CC(O)(C(=O)O)CC(=O)O)(=O)O (citric acid), OC[C@@H](C(=O)OC)C ((S)-(+)-methyl 3-hydroxy-2-methylpropionate), HClO4, C(=O)(O)[O-].[Na+] (NaHCO3). The solvent is CO (methanol), C(C)(=O)OC(C)(C)C (t-butyl acetate). Procedure details: A solution of (S)-(+)-methyl 3-hydroxy-2-methylpropionate (1.18 g, 10 mmol) in t-butyl acetate (30 mL) was treated with 70% HClO4 (0.1 mL) and the reaction mixture was left at room temperature in a tightly closed flask for 24 hours. The mixture was then poured into a saturated solution of NaHCO3 and extracted with ethyl ether. The ether was removed in vacuo and the residue was dissolved in THF (50 mL). To the resulting solution was added NaBH4 (925 mg, 25 mmol) and at 55° C. dropwise methanol (1... RXN SMILES: O[CH2:2][C@H:3](C)[C:4](OC)=O.[C:9]([O-:12])(O)=O.[Na+].[BH4-].[Na+].C(O)(=O)[CH2:17][C:18]([CH2:23]C(O)=O)([C:20](O)=O)[OH:19]>C(OC(C)(C)C)(=O)C.CO>[C:18]([O:19][CH2:2][C@H:3]([CH3:4])[CH2:9][OH:12])([CH3:17])([CH3:20])[CH3:23] |f:1.2,3.4|. Product: C(C)(C)(C)OC[C@@H](CO)C ((R)-3-t-butoxy-2-methyl-1-propanol).